Dataset: the Open Reaction Database (ORD), a public repository of structured organic reaction records. Task: describe an organic reaction: reactants, conditions, products, and yield Starting materials: CCCCCCCCc1ccc2c(c1)c(F)cc1cc(O)ccc12, CCCCCCC(F)CO. Yields the product CCCCCCCCc1ccc2c(c1)c(F)cc1cc(OCC(F)CCCCCC)ccc12. As a reaction SMILES: [F:1][c:2]1[c:3]2[cH:4][c:5]([CH2:17][CH2:18][CH2:19][CH2:20][CH2:21][CH2:22][CH2:23][CH3:24])[cH:6][cH:7][c:8]2[c:9]2[cH:10][cH:11][c:12]([OH:16])[cH:13][c:14]2[cH:15]1.[F:25][CH:26]([CH2:27][OH:28])[CH2:29][CH2:30][CH2:31][CH2:32][CH2:33][CH3:34]>>[F:1][c:2]1[c:3]2[cH:4][c:5]([CH2:17][CH2:18][CH2:19][CH2:20][CH2:21][CH2:22][CH2:23][CH3:24])[cH:6][cH:7][c:8]2[c:9]2[cH:10][cH:11][c:12]([O:16][CH2:27][CH:26]([F:25])[CH2:29][CH2:30][CH2:31][CH2:32][CH2:33][CH3:34])[cH:13][c:14]2[cH:15]1. The product is NC1CCN(c2ccc3c(NC(=O)CC4CCCCC4)c(Cl)ccc3n2)C1. Starting materials: O=C(CC1CCCCC1)Nc1c(Cl)ccc2nc(Cl)ccc12, NC1CCNC1. RXN SMILES: [Cl:1][c:2]1[n:3][c:4]2[cH:5][cH:6][c:7]([Cl:22])[c:8]([NH:12][C:13]([CH2:14][CH:15]3[CH2:16][CH2:17][CH2:18][CH2:19][CH2:20]3)=[O:21])[c:9]2[cH:10][cH:11]1.[NH:23]1[CH2:24][CH:25]([NH2:28])[CH2:26][CH2:27]1>>[c:2]1([N:23]2[CH2:24][CH:25]([NH2:28])[CH2:26][CH2:27]2)[n:3][c:4]2[cH:5][cH:6][c:7]([Cl:22])[c:8]([NH:12][C:13]([CH2:14][CH:15]3[CH2:16][CH2:17][CH2:18][CH2:19][CH2:20]3)=[O:21])[c:9]2[cH:10][cH:11]1. Reactants: COC1=CC=C(COC(=O)N2[C@@H](C[C@@H](C2)SC(C2=CC=CC=C2)(C2=CC=CC=C2)C2=CC=CC=C2)CN=[N+]=[N-])C=C1 ((2S,4S)-1-p-methoxybenzyloxycarbonyl-2-azidomethyl-4-tritylthiopyrrolidine), CO (methanol), C(C)(=O)O (acetic acid). The reagents and catalysts are [Pd] (palladium on carbon). The solvent is C(C)(=O)OCC (ethyl acetate). The product is C(C)(=O)O.COC1=CC=C(COC(=O)N2[C@@H](C[C@@H](C2)SC(C2=CC=CC=C2)(C2=CC=CC=C2)C2=CC=CC=C2)CN)C=C1 ((2S,4S)-1-p-methoxybenzyloxycarbonyl-2-aminomethyl-4-tritylthiopyrrolidine acetate). Yield: 94.5%. RXN SMILES: [CH3:1][O:2][C:3]1[CH:41]=[CH:40][C:6]([CH2:7][O:8][C:9]([N:11]2[CH2:15][C@@H:14]([S:16][C:17]([C:30]3[CH:35]=[CH:34][CH:33]=[CH:32][CH:31]=3)([C:24]3[CH:29]=[CH:28][CH:27]=[CH:26][CH:25]=3)[C:18]3[CH:23]=[CH:22][CH:21]=[CH:20][CH:19]=3)[CH2:13][C@H:12]2[CH2:36][N:37]=[N+]=[N-])=[O:10])=[CH:5][CH:4]=1.CO.[C:44]([OH:47])(=[O:46])[CH3:45]>C(OCC)(=O)C.[Pd]>[C:44]([OH:47])(=[O:46])[CH3:45].[CH3:1][O:2][C:3]1[CH:4]=[CH:5][C:6]([CH2:7][O:8][C:9]([N:11]2[CH2:15][C@@H:14]([S:16][C:17]([C:30]3[CH:31]=[CH:32][CH:33]=[CH:34][CH:35]=3)([C:24]3[CH:25]=[CH:26][CH:27]=[CH:28][CH:29]=3)[C:18]3[CH:23]=[CH:22][CH:21]=[CH:20][CH:19]=3)[CH2:13][C@H:12]2[CH2:36][NH2:37])=[O:10])=[CH:40][CH:41]=1 |f:5.6|. Procedure details: A solution of (2S,4S)-1-p-methoxybenzyloxycarbonyl-2-azidomethyl-4-tritylthiopyrrolidine (17.27 g: 30.64 mmole) in a mixture of ethyl acetate (150 ml), methanol (200 ml), and acetic acid (2.63 ml: 46 mmole) is subjected to conventional hydrogenation over 5% palladium on carbon (5 g). After the reaction, the catalyst is filtered off and the filtrate is concentrated in vacuo to give (2S,4S)-1-p-methoxybenzyloxycarbonyl-2-aminomethyl-4-tritylthiopyrrolidine acetate (17.33 g) as a residue. The resid... Reactants: C(CC1=CC=CC=C1)N (phenethylamine), ClC=1C2=C(N=C(N1)C1=CC=NC=C1)SC(=C2)[N+](=O)[O-] (4-chloro-2-(pyridin-4-yl)-6-nitro-thieno-[2,3-d]-pyrimidine). Yields the product N1=CC=C(C=C1)C=1N=C(C2=C(N1)SC(=C2)[N+](=O)[O-])NCCC2=CC=CC=C2 (2-(pyridin-4-yl)-4-phenethylamino-6-nitro-thieno-[2,3-d]-pyrimidine). Reaction SMILES: [CH2:1]([NH2:9])[CH2:2][C:3]1[CH:8]=[CH:7][CH:6]=[CH:5][CH:4]=1.Cl[C:11]1[C:12]2[CH:25]=[C:24]([N+:26]([O-:28])=[O:27])[S:23][C:13]=2[N:14]=[C:15]([C:17]2[CH:22]=[CH:21][N:20]=[CH:19][CH:18]=2)[N:16]=1>>[N:20]1[CH:19]=[CH:18][C:17]([C:15]2[N:16]=[C:11]([NH:9][CH2:1][CH2:2][C:3]3[CH:8]=[CH:7][CH:6]=[CH:5][CH:4]=3)[C:12]3[CH:25]=[C:24]([N+:26]([O-:28])=[O:27])[S:23][C:13]=3[N:14]=2)=[CH:22][CH:21]=1. Procedure details: With the procedure of Example 1, the reaction of phenethylamine with 4-chloro-2-(pyridin-4-yl)-6-nitro-thieno-[2,3-d]-pyrimidine yields 2-(pyridin-4-yl)-4-phenethylamino-6-nitro-thieno-[2,3-d]-pyrimidine. Reactants: CC(=O)OC(C)(C)C, [Li]CCCC, CC(C)NC(C)C, CCC(=O)c1cc[nH]c(=O)c1, C1CCOC1, O. Product: CCC(O)(CC(=O)OC(C)(C)C)c1cc[nH]c(=O)c1. As a reaction SMILES: [C:13]([CH3:14])(=[O:15])[O:16][C:17]([CH3:18])([CH3:19])[CH3:20].[CH2:8]([Li:9])[CH2:10][CH2:11][CH3:12].[CH:1]([NH:2][CH:3]([CH3:4])[CH3:5])([CH3:6])[CH3:7].[O:21]=[c:22]1[nH:23][cH:24][cH:25][c:26]([C:28]([CH2:29][CH3:30])=[O:31])[cH:27]1.[O:32]1[CH2:33][CH2:34][CH2:35][CH2:36]1.[OH2:37]>>[C:13]([CH2:14][C:28]([c:26]1[cH:25][cH:24][nH:23][c:22](=[O:21])[cH:27]1)([CH2:29][CH3:30])[OH:31])(=[O:15])[O:16][C:17]([CH3:18])([CH3:19])[CH3:20]. The reactants are ClC1=NC=CC(=C1)C#C[Si](C)(C)C (2-chloro-4-((trimethylsilyl)ethynyl)pyridine), [N+](=O)([O-])C1=C(C=C(C=C1)N1CCCCC1)B1OC(C(O1)(C)C)(C)C (1-(4-nitro-3-(4,4,5,5-tetramethyl-1,3,2-dioxaborolan-2-yl)phenyl)piperidine), C(=O)([O-])[O-].[Na+].[Na+] (Na2CO3), CC(C)C1=CC(=C(C(=C1)C(C)C)C2=C(C=CC=C2)P(C3CCCCC3)C4CCCCC4)C(C)C (XPHOS). Reagents/catalysts: CC(=O)[O-].CC(=O)[O-].[Pd+2] (Pd(OAc)2). Solvent: COCCOC (DME). Run at temperature 75 celsius, time 1.5 hour. The product is C(#C)C1=CC(=NC=C1)C1=C(C=CC(=C1)N1CCCCC1)[N+](=O)[O-] (4-ethynyl-2-(2-nitro-5-(piperidin-1-yl)phenyl)pyridine). Reaction SMILES: Cl[C:2]1[CH:7]=[C:6]([C:8]#[C:9][Si](C)(C)C)[CH:5]=[CH:4][N:3]=1.[N+:14]([C:17]1[CH:22]=[CH:21][C:20]([N:23]2[CH2:28][CH2:27][CH2:26][CH2:25][CH2:24]2)=[CH:19][C:18]=1B1OC(C)(C)C(C)(C)O1)([O-:16])=[O:15].C([O-])([O-])=O.[Na+].[Na+].CC(C1C=C(C(C)C)C(C2C=CC=CC=2P(C2CCCCC2)C2CCCCC2)=C(C(C)C)C=1)C>CC([O-])=O.CC([O-])=O.[Pd+2].COCCOC>[C:8]([C:6]1[CH:5]=[CH:4][N:3]=[C:2]([C:22]2[CH:21]=[C:20]([N:23]3[CH2:24][CH2:25][CH2:26][CH2:27][CH2:28]3)[CH:19]=[CH:18][C:17]=2[N+:14]([O-:16])=[O:15])[CH:7]=1)#[CH:9] |f:2.3.4,6.7.8|. Reported procedure: A degassed mixture of 2-chloro-4-((trimethylsilyl)ethynyl)pyridine 24a, boronic ester 1.1e, 4.9 mL of 2 M aqueous Na2CO3, and 12 mL of DME was treated with 45 mg of XPHOS and 11 mg of Pd(OAc)2. The mixture was stirred at 75° C. for 1.5 h. The solvent was evaporated at reduced pressure and the residue was dissolved in 100 mL of dichloromethane. The solution was washed with water and dried over Na2SO4. The solvent was evaporated and the residue was purified by silica gel chromatography eluting wit... Reactants: CCc1c(NC(N)=O)c2c(OCC(=O)OC(C)(C)C)cccc2n1Cc1ccccc1Br, ClCCl, O=C(O)C(F)(F)F. Yields the product CCc1c(NC(N)=O)c2c(OCC(=O)O)cccc2n1Cc1ccccc1Br. RXN SMILES: [C:1]([CH3:2])([CH3:3])([CH3:4])[O:5][C:6]([CH2:7][O:8][c:9]1[c:10]2[c:11]([NH:28][C:29](=[O:30])[NH2:31])[c:12]([CH2:26][CH3:27])[n:13]([CH2:18][c:19]3[c:20]([Br:25])[cH:21][cH:22][cH:23][cH:24]3)[c:14]2[cH:15][cH:16][cH:17]1)=[O:32].[Cl:40][CH2:41][Cl:42].[OH:33][C:34]([C:35]([F:36])([F:37])[F:38])=[O:39]>>[O:5]=[C:6]([CH2:7][O:8][c:9]1[c:10]2[c:11]([NH:28][C:29](=[O:30])[NH2:31])[c:12]([CH2:26][CH3:27])[n:13]([CH2:18][c:19]3[c:20]([Br:25])[cH:21][cH:22][cH:23][cH:24]3)[c:14]2[cH:15][cH:16][cH:17]1)[OH:32].